This data is from the Open Reaction Database (ORD), a public repository of structured organic reaction records. The task is: describe an organic reaction: reactants, conditions, products, and yield Starting materials: C1CCNCC1, Cc1cc(C(=O)N2CCC(N(C)C)C2)c(C=O)[nH]1, CCO, O=C1Cc2c(cccc2-c2cccc(Cl)c2)N1. The product is Cc1cc(C(=O)N2CCC(N(C)C)C2)c(C=C2C(=O)Nc3cccc(-c4cccc(Cl)c4)c32)[nH]1. As a reaction SMILES: [CH2:36]1[CH2:37][CH2:38][NH:39][CH2:40][CH2:41]1.[CH3:18][N:19]([CH:20]1[CH2:21][N:22]([C:25](=[O:26])[c:27]2[c:28]([CH:33]=[O:34])[nH:29][c:30]([CH3:32])[cH:31]2)[CH2:23][CH2:24]1)[CH3:35].[CH3:42][CH2:43][OH:44].[Cl:1][c:2]1[cH:3][c:4](-[c:8]2[c:9]3[c:13]([cH:14][cH:15][cH:16]2)[NH:12][C:11](=[O:17])[CH2:10]3)[cH:5][cH:6][cH:7]1>>[Cl:1][c:2]1[cH:3][c:4](-[c:8]2[c:9]3[c:13]([cH:14][cH:15][cH:16]2)[NH:12][C:11](=[O:17])[C:10]3=[CH:33][c:28]2[c:27]([C:25]([N:22]3[CH2:21][CH:20]([N:19]([CH3:18])[CH3:35])[CH2:24][CH2:23]3)=[O:26])[cH:31][c:30]([CH3:32])[nH:29]2)[cH:5][cH:6][cH:7]1. Isolated yield 65.3%. Procedure details: 4-Bromopyridine hydrochloride (0.4 g, 2 mmol), 4-(4,4,5,5-tetramethyl-1,3,2-dioxaborolan-2-yl)benzoic acid (0.5 g, 2 mmol), and tetrakis(triphenylphosphine)palladium(0) (50 mg, 0.04 mmol) in dimethylformamide (15 mL) was treated with 2M potassium carbonate (2 mL) and the mixture was heated to 80° C. for 16 h. The mixture was concentrated in vacuo and the residue was diluted with water to afford a solid which was filtered to afford the title compound (0.26 g). The reagents and catalysts are C=1C=CC(=CC1)[P](C=2C=CC=CC2)(C=3C=CC=CC3)[Pd]([P](C=4C=CC=CC4)(C=5C=CC=CC5)C=6C=CC=CC6)([P](C=7C=CC=CC7)(C=8C=CC=CC8)C=9C=CC=CC9)[P](C=1C=CC=CC1)(C=1C=CC=CC1)C=1C=CC=CC1 (tetrakis(triphenylphosphine)palladium(0)). Run at temperature 80 celsius. Reactants: Cl.BrC1=CC=NC=C1 (4-Bromopyridine hydrochloride), CC1(OB(OC1(C)C)C1=CC=C(C(=O)O)C=C1)C (4-(4,4,5,5-tetramethyl-1,3,2-dioxaborolan-2-yl)benzoic acid), C([O-])([O-])=O.[K+].[K+] (potassium carbonate). RXN SMILES: Cl.Br[C:3]1[CH:8]=[CH:7][N:6]=[CH:5][CH:4]=1.CC1(C)C(C)(C)OB([C:17]2[CH:25]=[CH:24][C:20]([C:21]([OH:23])=[O:22])=[CH:19][CH:18]=2)O1.C(=O)([O-])[O-].[K+].[K+]>CN(C)C=O.C1C=CC([P]([Pd]([P](C2C=CC=CC=2)(C2C=CC=CC=2)C2C=CC=CC=2)([P](C2C=CC=CC=2)(C2C=CC=CC=2)C2C=CC=CC=2)[P](C2C=CC=CC=2)(C2C=CC=CC=2)C2C=CC=CC=2)(C2C=CC=CC=2)C2C=CC=CC=2)=CC=1>[N:6]1[CH:7]=[CH:8][C:3]([C:17]2[CH:25]=[CH:24][C:20]([C:21]([OH:23])=[O:22])=[CH:19][CH:18]=2)=[CH:4][CH:5]=1 |f:0.1,3.4.5,^1:41,43,62,81|. The solvent is CN(C=O)C (dimethylformamide). Yields the product N1=CC=C(C=C1)C1=CC=C(C(=O)O)C=C1 (4-(4-pyridinyl)benzoic acid). Reactants: CCOC(=O)c1ccc(C(=O)Nc2ccc3c(c2)N(C)C(=O)CCC3)cc1, CCO, [Na+], C1CCOC1, [OH-]. Product: CN1C(=O)CCCc2ccc(NC(=O)c3ccc(C(=O)O)cc3)cc21. RXN SMILES: [CH3:1][N:2]1[C:3](=[O:27])[CH2:4][CH2:5][CH2:6][c:7]2[c:8]1[cH:9][c:10]([NH:13][C:14](=[O:15])[c:16]1[cH:17][cH:18][c:19]([C:20](=[O:21])[O:22][CH2:23][CH3:24])[cH:25][cH:26]1)[cH:11][cH:12]2.[CH3:28][CH2:29][OH:30].[Na+:32].[O:33]1[CH2:34][CH2:35][CH2:36][CH2:37]1.[OH-:31]>>[CH3:1][N:2]1[C:3](=[O:27])[CH2:4][CH2:5][CH2:6][c:7]2[c:8]1[cH:9][c:10]([NH:13][C:14](=[O:15])[c:16]1[cH:17][cH:18][c:19]([C:20](=[O:21])[OH:22])[cH:25][cH:26]1)[cH:11][cH:12]2. Starting materials: NC=1C=C(C=CC1C=O)CCCCC(=O)OC (Methyl 5-(3-amino-4-formylphenyl)pentanoate), [Li+].[OH-] (LiOH). The solvent is C1CCOC1.O (THF water). The product is NC=1C=C(C=CC1C=O)CCCCC(=O)[O-].[Li+] (Lithium 5-(3-amino-4-formylphenyl)pentanoate). As a reaction SMILES: [NH2:1][C:2]1[CH:3]=[C:4]([CH2:10][CH2:11][CH2:12][CH2:13][C:14]([O:16]C)=[O:15])[CH:5]=[CH:6][C:7]=1[CH:8]=[O:9].[Li+:18].[OH-]>C1COCC1.O>[NH2:1][C:2]1[CH:3]=[C:4]([CH2:10][CH2:11][CH2:12][CH2:13][C:14]([O-:16])=[O:15])[CH:5]=[CH:6][C:7]=1[CH:8]=[O:9].[Li+:18] |f:1.2,3.4,5.6|. Procedure details: Methyl 5-(3-amino-4-formylphenyl)pentanoate (447 mg) was treated with LiOH (88 mg) in 8.0 mL THF/water(v/v=3/1). Removal of the solvent after the reaction completed afforded lithium 5-(3-amino-4-formylphenyl)pentanoate (X3547-30). MS (ESI+): 222.10 (MH+). H NMR (400 MHz, MeOD): δ 9.72 (s, 1H), 7.37 (d, J=8.0 Hz, 1H), 6.57 (s, 1H), 6.55 (d, J=8.0 Hz, 1H), 2.56 (m, 2H), 2.19 (m, 2H), 1.64 (m, 4H). The reactants are O=C([O-])O, CCOP(=O)(OCC)C(OC)c1cccc(OC(C)=O)c1, CO, [Na+], O. Reaction SMILES: [C:23](=[O:24])([OH:25])[O-:26].[CH2:1]([CH3:2])[O:3][P:4]([O:5][CH2:6][CH3:7])(=[O:8])[CH:9]([c:10]1[cH:11][c:12]([O:16][C:17](=[O:18])[CH3:19])[cH:13][cH:14][cH:15]1)[O:20][CH3:21].[CH3:28][OH:29].[Na+:27].[OH2:22]>>[CH2:1]([CH3:2])[O:3][P:4]([O:5][CH2:6][CH3:7])(=[O:8])[CH:9]([c:10]1[cH:11][c:12]([OH:16])[cH:13][cH:14][cH:15]1)[O:20][CH3:21]. Product: CCOP(=O)(OCC)C(OC)c1cccc(O)c1.